Dataset: the Open Reaction Database (ORD), a public repository of structured organic reaction records. Task: describe an organic reaction: reactants, conditions, products, and yield Starting materials: amine, CC(C)(C)OC(=O)OC(=O)OC(C)(C)C (boc anhydride), BrC=1C=C2C(=NC1)SC(=N2)CBr (6-bromo-2-(bromomethyl)thiazolo[5,4-b]pyridine), [OH-].[NH4+] (ammonium hydroxide). Run in O1CCCC1 (tetrahydrofuran), C(=O)(O)[O-].[Na+] (NaHCO3), O1CCCC1 (tetrahydrofuran). Reaction conditions: time 16 hour. The product is BrC=1C=C2C(=NC1)SC(=N2)CNC(OC(C)(C)C)=O (tert-butyl ((6-bromothiazolo[5,4-b]pyridin-2-yl)methyl)carbamate). RXN SMILES: [Br:1][C:2]1[CH:3]=[C:4]2[N:10]=[C:9]([CH2:11]Br)[S:8][C:5]2=[N:6][CH:7]=1.[OH-].[NH4+:14].[CH3:15][C:16]([O:19][C:20]([O:22]C(OC(C)(C)C)=O)=O)([CH3:18])[CH3:17]>O1CCCC1.C([O-])(O)=O.[Na+]>[Br:1][C:2]1[CH:3]=[C:4]2[N:10]=[C:9]([CH2:11][NH:14][C:20](=[O:22])[O:19][C:16]([CH3:18])([CH3:17])[CH3:15])[S:8][C:5]2=[N:6][CH:7]=1 |f:1.2,5.6|. Reported procedure: To a solution 6-bromo-2-(bromomethyl)thiazolo[5,4-b]pyridine (800 mg, 2.60 mmol) (Journal of Medicinal Chemistry, 53(10), 3927-3936; 2010) in tetrahydrofuran (10 mL) is added ammonium hydroxide (2 mL) and stirred at room temperature for 16 hours. Reaction is concentrated, diluted with water (5 mL) and extracted using ethyl acetate (3×10 ml). Extracts are dried over Na2SO4 and concentrated to get crude product (650 mg). m/z (CI) M+244. To a solution of crude amine (350 mg, 1.43 mmol) in tetrahydr... The reactants are CCCCCCCCc1ccc(O)cc1, CCCC1CCC(c2ccc(C(=O)Cl)cc2)C1, Cc1ccccc1, c1ccncc1. The product is CCCCCCCCc1ccc(OC(=O)c2ccc(C3CCC(CCC)C3)cc2)cc1. As a reaction SMILES: [CH2:1]([CH2:2][CH2:3][CH2:4][CH2:5][CH2:6][CH2:7][CH3:8])[c:9]1[cH:10][cH:11][c:12]([OH:15])[cH:13][cH:14]1.[CH2:22]([CH2:23][CH3:24])[CH:25]1[CH2:26][CH:27]([c:30]2[cH:31][cH:32][c:33]([C:34](=[O:35])[Cl:36])[cH:37][cH:38]2)[CH2:28][CH2:29]1.[CH3:39][c:40]1[cH:41][cH:42][cH:43][cH:44][cH:45]1.[cH:16]1[cH:17][cH:18][n:19][cH:20][cH:21]1>>[CH2:1]([CH2:2][CH2:3][CH2:4][CH2:5][CH2:6][CH2:7][CH3:8])[c:9]1[cH:10][cH:11][c:12]([O:15][C:34]([c:33]2[cH:32][cH:31][c:30]([CH:27]3[CH2:26][CH:25]([CH2:22][CH2:23][CH3:24])[CH2:29][CH2:28]3)[cH:38][cH:37]2)=[O:35])[cH:13][cH:14]1. The reactants are [Mg] (magnesium), BrC12CC3CC(CC(C1)C3)C2 (1-bromoadamantane), P(Cl)(Cl)Cl (PCl3). Solvent: CCOCC (ether). Reaction conditions: temperature -40 celsius, time 30 minute. Yields the product C12(CC3CC(CC(C1)C3)C2)P(Cl)C23CC1CC(CC(C2)C1)C3 (di-1-adamantylchlorophosphine). RXN SMILES: [Mg].Br[C:3]12[CH2:12][CH:7]3[CH2:8][CH:9]([CH2:11][CH:5]([CH2:6]3)[CH2:4]1)[CH2:10]2.[P:13]([Cl:16])(Cl)Cl>CCOCC>[C:3]12([P:13]([C:3]34[CH2:12][CH:7]5[CH2:8][CH:9]([CH2:11][CH:5]([CH2:6]5)[CH2:4]3)[CH2:10]4)[Cl:16])[CH2:12][CH:7]3[CH2:8][CH:9]([CH2:11][CH:5]([CH2:6]3)[CH2:4]1)[CH2:10]2. Procedure details: An oven-dried, round-bottom flask was charged with magnesium turnings (15.3 g, 0.63 mol) and 1-bromoadamantane (9.0 g, 0.041 mol). The flask was evacuated and backfilled with argon two times. To the reaction vessel 45 mL ether was added and the mixture was gently refluxed for 15 hours, without mechanical stirring. The resulting solution of Grignard reagent was taken up in a syringe, and added very slowly dropwise to a separate flame-dried, two-necked, round-bottom flask equipped with a reflux co... Starting materials: [NH4+].[OH-] (NH4OH), NC1=NC2=CC=CC=C2C2=C1N=C1N2[C@H](COC1)CCCNC(=O)N1CCOCC1 (N-{3-[(11S)-6-Amino-10,11-dihydro-8H-[1,4]oxazino[4′,3′:1,2]imidazo[4,5-c]quinolin-11-yl]propyl}morpholine-4-carboxamide), C(Cl)(Cl)Cl (CHCl3). The reagents and catalysts are [Pt]=O (Platinum oxide). Run in FC(C(=O)O)(F)F (trifluoroacetic acid). Conditions: time 2 day. Yields the product NC1=NC=2CCCCC2C2=C1N=C1N2[C@H](COC1)CCCNC(=O)N1CCOCC1 (N-{3-[(11S)-6-amino-2,3,4,8,10,11-hexahydro-1H-[1,4]oxazino[4′,3′:1,2]imidazo[4,5-c]quinolin-11-yl]propyl}morpholine-4-carboxamide). The yield is 56.1%. Reaction SMILES: [NH2:1][C:2]1[C:11]2[N:12]=[C:13]3[CH2:18][O:17][CH2:16][C@H:15]([CH2:19][CH2:20][CH2:21][NH:22][C:23]([N:25]4[CH2:30][CH2:29][O:28][CH2:27][CH2:26]4)=[O:24])[N:14]3[C:10]=2[C:9]2[C:4](=[CH:5][CH:6]=[CH:7][CH:8]=2)[N:3]=1.[NH4+].[OH-].C(Cl)(Cl)Cl>FC(F)(F)C(O)=O.[Pt]=O>[NH2:1][C:2]1[C:11]2[N:12]=[C:13]3[CH2:18][O:17][CH2:16][C@H:15]([CH2:19][CH2:20][CH2:21][NH:22][C:23]([N:25]4[CH2:26][CH2:27][O:28][CH2:29][CH2:30]4)=[O:24])[N:14]3[C:10]=2[C:9]2[CH2:8][CH2:7][CH2:6][CH2:5][C:4]=2[N:3]=1 |f:1.2|. Procedure details: N-{3-[(11S)-6-Amino-10,11-dihydro-8H-[1,4]oxazino[4′,3′:1,2]imidazo[4,5-c]quinolin-11-yl]propyl}morpholine-4-carboxamide (698 mg, 1.70 mmol) was dissolved in 5 mL of trifluoroacetic acid and the solution was placed in a pressure bottle. Platinum oxide (386 mg) was then added and the reaction mixture was shaken under H2 at 50 PSI (3.4×105 Pa). After 2 days, the reaction mixture was filtered through a pad of CELITE filter agent. The pad was rinsed with a mixture of methanol and CH2Cl2 and the comb...